The task is: describe an organic reaction: reactants, conditions, products, and yield. This data is from the Open Reaction Database (ORD), a public repository of structured organic reaction records. Starting materials: C(#N)\C(=C/[O-])\C(OC)OC.[Na+] (sodium (E)-2-cyano-3,3-dimethoxyprop-1-en-1-olate), Cl (hydrochloric acid), S1C=C(C(=C1)N)N (thiophene-3,4-diamine), Cl (HCl). Solvent: CO (methanol), CO (methanol), CO (methanol). Run at time 5 minute. Yields the product NC1=CSC=2C1=NC=C(C2)C#N (3-Aminothieno[3,2-b]pyridine-6-carbonitrile). The yield is 23.3%. As a reaction SMILES: [C:1](/[C:3](/[CH:6](OC)OC)=[CH:4]\[O-])#[N:2].[Na+].Cl.[S:13]1[CH:17]=[C:16]([NH2:18])[C:15]([NH2:19])=[CH:14]1>CO>[NH2:19][C:15]1[C:16]2=[N:18][CH:4]=[C:3]([C:1]#[N:2])[CH:6]=[C:17]2[S:13][CH:14]=1 |f:0.1|. Procedure: To a solution of sodium (E)-2-cyano-3,3-dimethoxyprop-1-en-1-olate (1012 mg, 6.13 mmol) in methanol (12 mL) was added concentrated hydrochloric acid (503 μL 6.13 mmol). The solution was stirred for 5 minutes, and then a solution of thiophene-3,4-diamine (700 mg, 6.13 mmol) in methanol (12 mL) was added. The solution was stirred at reflux for 3 hours, and then a solution of concentrated HCl (1.0 mL) in methanol (2 mL) was added. The reaction was stirred at reflux for an additional two hours, quen...